describe an organic reaction: reactants, conditions, products, and yield From a dataset of the Open Reaction Database (ORD), a public repository of structured organic reaction records. Starting materials: O=C(OCC=1C=CC=CC1)CCCCC. Reagents/catalysts: N=1C(=CC=CC1C)C, O=C(NC1=CC=CC=C1C2=CN=CC=C2)NC3CCCCC3, O1B(OC(C)(C)C1(C)C)B2OC(C)(C)C(O2)(C)C, O1C=2C=CC=3C=CC=CC3C2C4=C(OP1OC=5C=CC=6C=CC=CC6C5C7=C(O[Si](C(C)C)(C(C)C)C(C)C)C=CC=8C=CC=CC87)C=CC=9C=CC=CC94, C[OH2+].C[OH2+].C1CC=CCCC=C1.C1CC=CCCC=C1.[Ir].[Ir]. Run in O(C)C1CCCC1, C=1C=CC(=CC1)C. Conditions: temperature 25 celsius, time 48 hour. Product: O=C(OCC=1C=CC=CC1)CCC(B2OC(C)(C)C(O2)(C)C)CC. Isolated yield 83.0%. The reactants are FC1=CC(=C(C=C1)OS(=O)(=O)C)CO (methanesulfonic acid 4-fluoro-2-hydroxymethyl-phenyl ester), [N+](=O)(O)[O-] (nitric acid). Solvent: S(O)(O)(=O)=O (sulfuric acid), S(O)(O)(=O)=O (sulfuric acid). Product: FC1=CC(=C(C=C1[N+](=O)[O-])OS(=O)(=O)C)COS(=O)(=O)O (methanesulfonic acid 4-fluoro-5-nitro-2-sulfooxymethyl-phenyl ester). RXN SMILES: [F:1][C:2]1[CH:7]=[CH:6][C:5]([O:8][S:9]([CH3:12])(=[O:11])=[O:10])=[C:4]([CH2:13][OH:14])[CH:3]=1.[N+:15]([O-:18])(O)=[O:16]>S(=O)(=O)(O)O>[F:1][C:2]1[C:7]([N+:15]([O-:18])=[O:16])=[CH:6][C:5]([O:8][S:9]([CH3:12])(=[O:11])=[O:10])=[C:4]([CH2:13][O:14][S:9]([OH:11])(=[O:10])=[O:8])[CH:3]=1. Procedure: To a mixture of 7.53 g (34 mmole) of methanesulfonic acid 4-fluoro-2-hydroxymethyl-phenyl ester and 60 mL of concentrated sulfuric acid at 0 degrees was added dropwise, a cold mixture of 2.5 mL of concentrated nitric acid and 3 mL of concentrated sulfuric acid. The mixture was poured on ice and extracted three times with 50 mL of ethyl acetate. The combined organic layers were washed with brine, dried over anhydrous magnesium sulfate, filtered and concentrated under reduced pressure. The residue... Reactants: C1CCOC1, CS(=O)(=O)c1nc(Oc2ccc(F)c(F)c2)c(-c2ccc(Cl)cc2)c(-c2ccc(Cl)cc2Cl)n1, CNC. Product: CN(C)c1nc(Oc2ccc(F)c(F)c2)c(-c2ccc(Cl)cc2)c(-c2ccc(Cl)cc2Cl)n1. RXN SMILES: [CH2:38]1[O:39][CH2:40][CH2:41][CH2:42]1.[CH3:1][S:2](=[O:3])(=[O:4])[c:5]1[n:6][c:7](-[c:27]2[c:28]([Cl:34])[cH:29][c:30]([Cl:33])[cH:31][cH:32]2)[c:8](-[c:20]2[cH:21][cH:22][c:23]([Cl:26])[cH:24][cH:25]2)[c:9]([O:11][c:12]2[cH:13][c:14]([F:19])[c:15]([F:18])[cH:16][cH:17]2)[n:10]1.[CH3:35][NH:36][CH3:37]>>[c:5]1([N:36]([CH3:35])[CH3:37])[n:6][c:7](-[c:27]2[c:28]([Cl:34])[cH:29][c:30]([Cl:33])[cH:31][cH:32]2)[c:8](-[c:20]2[cH:21][cH:22][c:23]([Cl:26])[cH:24][cH:25]2)[c:9]([O:11][c:12]2[cH:13][c:14]([F:19])[c:15]([F:18])[cH:16][cH:17]2)[n:10]1. The reactants are C([O-])([O-])=O.[K+].[K+] (Potassium carbonate), IC (iodomethane), product, COC=1C=C2C(=CN=CC2=CC1OC)CC1=NC=2N(C(N(C(C2N1)=O)C)=O)CC(C)C (8-(6,7-dimethoxy-isoquinolin4-ylmethyl)-3-isobutyl-1-methyl-3,7-dihydro-purine-2,6-dione). Yields the product COC=1C=C2C(=CN=CC2=CC1OC)CC1=NC=2N(C(N(C(C2N1C)=O)C)=O)CC(C)C (8-(6,7-dimethoxy-isoquinolin-4-ylmethyl)-3-isobutyl-1,7-dimethyl-3,7-dihydro-purine-2,6-dione). Procedure: Potassium carbonate (48 mg, 0.35 mmol) and iodomethane (0.018 ml, 0.295 mmol) are added to a solution of the product of Example 10, 8-(6,7-dimethoxy-isoquinolin4-ylmethyl)-3-isobutyl-1-methyl-3,7-dihydro-purine-2,6-dione (0.100 g, 0.24 mmol) in DMF (2 ml). The reaction is stirred overnight and purified by preparative HPLC to afford 8-(6,7-dimethoxy-isoquinolin-4-ylmethyl)-3-isobutyl-1,7-dimethyl-3,7-dihydro-purine-2,6-dione, [MH]+ 438. RXN SMILES: [C:1](=O)([O-])[O-].[K+].[K+].IC.[CH3:9][O:10][C:11]1[CH:12]=[C:13]2[C:18](=[CH:19][C:20]=1[O:21][CH3:22])[CH:17]=[N:16][CH:15]=[C:14]2[CH2:23][C:24]1[NH:32][C:31]2[C:30](=[O:33])[N:29]([CH3:34])[C:28](=[O:35])[N:27]([CH2:36][CH:37]([CH3:39])[CH3:38])[C:26]=2[N:25]=1>CN(C=O)C>[CH3:9][O:10][C:11]1[CH:12]=[C:13]2[C:18](=[CH:19][C:20]=1[O:21][CH3:22])[CH:17]=[N:16][CH:15]=[C:14]2[CH2:23][C:24]1[N:32]([CH3:1])[C:31]2[C:30](=[O:33])[N:29]([CH3:34])[C:28](=[O:35])[N:27]([CH2:36][CH:37]([CH3:39])[CH3:38])[C:26]=2[N:25]=1 |f:0.1.2|. The solvent is CN(C)C=O (DMF). Reaction conditions: time 8 hour.